Dataset: the Open Reaction Database (ORD), a public repository of structured organic reaction records. Task: describe an organic reaction: reactants, conditions, products, and yield The reactants are C(CCC)C=1N(C(=CN1)C=O)CC1=C(C=CC=C1)Cl (2-n-butyl-1-[(2-chlorophenyl)methyl]-1H-imidazol-5-carboxaldehyde), COC([C@@H](N)CC=1SC=CC1)=O (β-(2-thienyl)alanine methyl ester), C1(=CC=CC=C1)C (toluene). Run in O (water). Reaction conditions: time 8 hour. Yields the product COC([C@@H](N=CC1=CN=C(N1CC1=C(C=CC=C1)Cl)CCCC)CC=1SC=CC1)=O (N-[{1-[(2-chlorophenyl)methyl]-2-n-butyl-1H-imidazol-5-yl}methylene]-β-(2-thienyl) alanine methyl ester). RXN SMILES: [CH2:1]([C:5]1[N:6]([CH2:12][C:13]2[CH:18]=[CH:17][CH:16]=[CH:15][C:14]=2[Cl:19])[C:7]([CH:10]=O)=[CH:8][N:9]=1)[CH2:2][CH2:3][CH3:4].[CH3:20][O:21][C:22](=[O:31])[C@H:23]([CH2:25][C:26]1[S:27][CH:28]=[CH:29][CH:30]=1)[NH2:24].C1(C)C=CC=CC=1>O>[CH3:20][O:21][C:22](=[O:31])[C@H:23]([CH2:25][C:26]1[S:27][CH:28]=[CH:29][CH:30]=1)[N:24]=[CH:10][C:7]1[N:6]([CH2:12][C:13]2[CH:18]=[CH:17][CH:16]=[CH:15][C:14]=2[Cl:19])[C:5]([CH2:1][CH2:2][CH2:3][CH3:4])=[N:9][CH:8]=1. Procedure details: A solution of 2-n-butyl-1-[(2-chlorophenyl)methyl]-1H-imidazol-5-carboxaldehyde (0.6 g, 2.12 mmol), β-(2-thienyl)alanine methyl ester (0.4 g, 2.16 mmol) and toluene (25 ml) was refluxed under argon with a Dean-Stark water separator for 8 hours. The solvent was evaporated to an orange-red oil (1.1 g) of the title imine whose NMR was consistent with the structure. Reactants: I(=O)(=O)Cl.I(=O)(=O)Cl.C(C1=CC=CC=C1)[N+](C)(C)C (benzyltrimethylammonium dichloroiodate), C(C)(C)(C)C1=CC(=CC2=C1OCC2(C)C)C(C)=O (1-(7-tert-butyl-3,3-dimethyl-2,3-dihydrobenzo[b]furan-5-yl)-ethan-1-one), ClCCCl (1,2-dichloroethane). Run in CO (methanol). The product is C(C)(C)(C)C1=CC(=CC2=C1OCC2(C)C)C(CCl)=O (1-(7-tert-Butyl-3,3-dimethyl-2,3 -dihydrobenzo[b]furan-5-yl)-2-chloroethan-1-one). As a reaction SMILES: I(Cl)(=O)=O.I(Cl)(=O)=O.C([N+](C)(C)C)C1C=CC=CC=1.[C:20]([C:24]1[C:29]2[O:30][CH2:31][C:32]([CH3:34])([CH3:33])[C:28]=2[CH:27]=[C:26]([C:35](=[O:37])[CH3:36])[CH:25]=1)([CH3:23])([CH3:22])[CH3:21].[Cl:38]CCCl>CO>[C:20]([C:24]1[C:29]2[O:30][CH2:31][C:32]([CH3:34])([CH3:33])[C:28]=2[CH:27]=[C:26]([C:35](=[O:37])[CH2:36][Cl:38])[CH:25]=1)([CH3:23])([CH3:21])[CH3:22] |f:0.1.2|. Reported procedure: A mixture of benzyltrimethylammonium dichloroiodate (18.18 g, 52.2 mmol), 1-(7-tert-butyl-3,3-dimethyl-2,3-dihydrobenzo[b]furan-5-yl)-ethan-1-one (6.65 g, 27.0 mmol), 325 mL of 1,2-dichloroethane, and 130 mL of methanol is heated at reflux for 1.5 h. The reaction mixture is cooled to room temperature and concentrated in vacuo; 5% aqueous sodium bisulfite solution (126 mL) is added to the residue obtained. This mixture is extracted with ether and the extract is dried over anhydrous magnesium sulf... Reactants: BrCC(=O)N (2-bromoacetamide), N[C@@H]1CC[C@H](CC1)CNC1=NC(=NC=C1C#N)NCC1=C(C=CC=C1)OC(F)(F)F (4-{[(trans-4-aminocyclohexyl)methyl]amino}-2-{[2-(trifluoromethoxy)benzyl]amino}pyrimidine-5-carbonitrile), CCN(C(C)C)C(C)C (DIPEA). Solvent: CN(C)C=O (DMF), CCOC(=O)C (EtOAc). Run at temperature 50 celsius, time 4 hour. The product is C(#N)C=1C(=NC(=NC1)NCC1=C(C=CC=C1)OC(F)(F)F)NC[C@@H]1CC[C@H](CC1)NCC(=O)N (N2-(trans-4-{[(5-cyano-2-{[2-(trifluoromethoxy)benzyl]amino}pyrimidin-4-yl)amino]methyl}cyclohexyl)glycinamide). Yield: 27.9%. As a reaction SMILES: Br[CH2:2][C:3]([NH2:5])=[O:4].[NH2:6][C@H:7]1[CH2:12][CH2:11][C@H:10]([CH2:13][NH:14][C:15]2[C:20]([C:21]#[N:22])=[CH:19][N:18]=[C:17]([NH:23][CH2:24][C:25]3[CH:30]=[CH:29][CH:28]=[CH:27][C:26]=3[O:31][C:32]([F:35])([F:34])[F:33])[N:16]=2)[CH2:9][CH2:8]1.CCN(C(C)C)C(C)C>CN(C=O)C.CCOC(C)=O>[C:21]([C:20]1[C:15]([NH:14][CH2:13][C@H:10]2[CH2:9][CH2:8][C@H:7]([NH:6][CH2:2][C:3]([NH2:5])=[O:4])[CH2:12][CH2:11]2)=[N:16][C:17]([NH:23][CH2:24][C:25]2[CH:30]=[CH:29][CH:28]=[CH:27][C:26]=2[O:31][C:32]([F:33])([F:34])[F:35])=[N:18][CH:19]=1)#[N:22]. Procedure details: A mixture of 2-bromoacetamide (30 mg, 0.21 mmol), 4-{[(trans-4-aminocyclohexyl)methyl]amino}-2-{[2-(trifluoromethoxy)benzyl]amino}pyrimidine-5-carbonitrile (117 mg, 0.28 mmol) and DIPEA (74 mL, 0.43 mmol) in DMF (1 mL) was stirred at 50° C. for 4 h. The reaction mixture was then diluted with EtOAc (30 mL) and washed with water (3×3 mL) and brine. The organic phase was dried over Na2SO4 and concentrated. Silica gel preparative TLC of the crude product using 10:1:0.05 CH2Cl2:MeOH:NH4OH as an eluen...